Dataset: the Open Reaction Database (ORD), a public repository of structured organic reaction records. Task: describe an organic reaction: reactants, conditions, products, and yield Starting materials: C(N)(=O)C1=C(N=C(C(=N1)C1=CC=C(C=C1)C1=C(C=C(C=C1)CC(=O)O)Cl)C)C (2-(4′-(6-carbamoyl-3,5-dimethylpyrazin-2-yl)-2-chlorobiphenyl-4-yl)acetic acid), Cl.CN(CCCN=C=NCC)C (1-(3-dimethylaminopropyl)-3-ethylcarbodiimide hydrochloride), N1(N=NC2=C1C=CC=C2)O (1H-benzo[d][1,2,3]triazol-1-ol), C(C)N(C(C)C)C(C)C (N-ethyl-N-isopropylpropan-2-amine), Cl.NCC(=O)OC (methyl 2-aminoacetate hydrochloride). The solvent is CN(C)C=O (DMF), CN(C)C=O (DMF). Reaction conditions: time 4 hour. Product: C(N)(=O)C1=C(N=C(C(=N1)C1=CC=C(C=C1)C1=C(C=C(C=C1)CC(=O)NCC(=O)OC)Cl)C)C (methyl 2-(2-(4′-(6-carbamoyl-3,5-dimethylpyrazin-2-yl)-2-chlorobiphenyl-4-yl)acetamido)acetate). Isolated yield 90.4%. Reaction SMILES: [C:1]([C:4]1[N:9]=[C:8]([C:10]2[CH:15]=[CH:14][C:13]([C:16]3[CH:21]=[CH:20][C:19]([CH2:22][C:23](O)=[O:24])=[CH:18][C:17]=3[Cl:26])=[CH:12][CH:11]=2)[C:7]([CH3:27])=[N:6][C:5]=1[CH3:28])(=[O:3])[NH2:2].Cl.CN(C)CCCN=C=NCC.N1(O)C2C=CC=CC=2N=N1.C(N(C(C)C)C(C)C)C.Cl.[NH2:61][CH2:62][C:63]([O:65][CH3:66])=[O:64]>CN(C=O)C>[C:1]([C:4]1[N:9]=[C:8]([C:10]2[CH:15]=[CH:14][C:13]([C:16]3[CH:21]=[CH:20][C:19]([CH2:22][C:23]([NH:61][CH2:62][C:63]([O:65][CH3:66])=[O:64])=[O:24])=[CH:18][C:17]=3[Cl:26])=[CH:12][CH:11]=2)[C:7]([CH3:27])=[N:6][C:5]=1[CH3:28])(=[O:3])[NH2:2] |f:1.2,5.6|. Reported procedure: A solution of 2-(4′-(6-carbamoyl-3,5-dimethylpyrazin-2-yl)-2-chlorobiphenyl-4-yl)acetic acid (Example 1; 250 mg, 0.63 mmol), 1-(3-dimethylaminopropyl)-3-ethylcarbodiimide hydrochloride (151 mg, 0.79 mmol), 1H-benzo[d][1,2,3]triazol-1-ol (85 mg, 0.63 mmol) and N-ethyl-N-isopropylpropan-2-amine (242 μL, 1.39 mmol) in DMF (2499 μL) was treated with a solution of methyl 2-aminoacetate hydrochloride (87 mg, 0.69 mmol) in DMF (417 μL) at 23° C. The resulting solution was stirred at RT for 4 hours. The... The reactants are C(#N)C=1C(=C(SC1N1CC(OCC1)CF)C(=O)O)C1=C(C=C(C=C1)Cl)Cl (4-cyano-3-(2,4-dichlorophenyl)-5-(2-(fluoromethyl)morpholino)thiophene-2-carboxylic acid), [OH-].[NH4+] (ammonium hydroxide), CCN=C=NCCCN(C)C (EDCI), 1-HOBT. Run in C(Cl)Cl (DCM), C(Cl)Cl (DCM). Conditions: time 8 hour. Product: C(#N)C=1C(=C(SC1N1CC(OCC1)CF)C(=O)N)C1=C(C=C(C=C1)Cl)Cl (4-cyano-3-(2,4-dichlorophenyl)-5-(2-(fluoromethyl)morpholino)thiophene-2-carboxamide). Yield: 55.9%. Reaction SMILES: [C:1]([C:3]1[C:4]([C:19]2[CH:24]=[CH:23][C:22]([Cl:25])=[CH:21][C:20]=2[Cl:26])=[C:5]([C:16]([OH:18])=O)[S:6][C:7]=1[N:8]1[CH2:13][CH2:12][O:11][CH:10]([CH2:14][F:15])[CH2:9]1)#[N:2].[OH-].[NH4+].CC[N:31]=C=NCCCN(C)C>C(Cl)Cl>[C:1]([C:3]1[C:4]([C:19]2[CH:24]=[CH:23][C:22]([Cl:25])=[CH:21][C:20]=2[Cl:26])=[C:5]([C:16]([NH2:31])=[O:18])[S:6][C:7]=1[N:8]1[CH2:13][CH2:12][O:11][CH:10]([CH2:14][F:15])[CH2:9]1)#[N:2] |f:1.2|. Reported procedure: A mixture of 4-cyano-3-(2,4-dichlorophenyl)-5-(2-(fluoromethyl)morpholino)thiophene-2-carboxylic acid (68.0 mg, 0.000164 mol), 33% ammonium hydroxide (33:67, ammonia:water, 0.1416 mL), EDCI (94.2 mg, 0.000491 mol) and 1-HOBT (66.4 mg, 0.000491 mol) in DCM (7 mL, 0.1 mol) was stirred at it overnight. The reaction mixture was diluted with DCM and washed with water, the organic layer was dried and purified by column chloromatography to afford 4-cyano-3-(2,4-dichlorophenyl)-5-(2-(fluoromethyl)morpho...